Dataset: the Open Reaction Database (ORD), a public repository of structured organic reaction records. Task: describe an organic reaction: reactants, conditions, products, and yield Starting materials: C(C)(C)(C)OC(=O)N1CCC(=CC1)OS(=O)(=O)C(F)(F)F (1-t-butoxycarbonyl-4-trifluoromethanesulfonyloxy-1,2,3,6-tetrahydropyridine), C(C)(C)(C)OC(=O)NC1=C(C=CC=C1)B(O)O (2-(t-butoxycarbonylamino)phenylboronic acid), [Cl-].[Li+] (lithium chloride), C([O-])([O-])=O.[Na+].[Na+] (sodium carbonate). The reagents and catalysts are C=1C=CC(=CC1)[P](C=2C=CC=CC2)(C=3C=CC=CC3)[Pd]([P](C=4C=CC=CC4)(C=5C=CC=CC5)C=6C=CC=CC6)([P](C=7C=CC=CC7)(C=8C=CC=CC8)C=9C=CC=CC9)[P](C=1C=CC=CC1)(C=1C=CC=CC1)C=1C=CC=CC1 (Tetrakis(triphenylphosphine)palladium). Run in COCCOC (1,2-dimethoxyethane). The product is C(C)(C)(C)OC(=O)N1CCC(=CC1)N(C(OC(C)(C)C)=O)C1=CC=CC=C1 (t-Butyl (1-t-Butoxycarbonyl-1,2,3,6-tetrahydropyridin-4-yl)phenylcarbamate), solid. RXN SMILES: [C:1]([O:5][C:6]([N:8]1[CH2:13][CH:12]=[C:11](OS(C(F)(F)F)(=O)=O)[CH2:10][CH2:9]1)=[O:7])([CH3:4])([CH3:3])[CH3:2].[C:22]([O:26][C:27]([NH:29][C:30]1[CH:35]=[CH:34][CH:33]=[CH:32][C:31]=1B(O)O)=[O:28])([CH3:25])([CH3:24])[CH3:23].[Cl-].[Li+].C(=O)([O-])[O-].[Na+].[Na+]>COCCOC.C1C=CC([P]([Pd]([P](C2C=CC=CC=2)(C2C=CC=CC=2)C2C=CC=CC=2)([P](C2C=CC=CC=2)(C2C=CC=CC=2)C2C=CC=CC=2)[P](C2C=CC=CC=2)(C2C=CC=CC=2)C2C=CC=CC=2)(C2C=CC=CC=2)C2C=CC=CC=2)=CC=1>[C:1]([O:5][C:6]([N:8]1[CH2:13][CH:12]=[C:11]([N:29]([C:30]2[CH:31]=[CH:32][CH:33]=[CH:34][CH:35]=2)[C:27](=[O:28])[O:26][C:22]([CH3:25])([CH3:24])[CH3:23])[CH2:10][CH2:9]1)=[O:7])([CH3:4])([CH3:3])[CH3:2] |f:2.3,4.5.6,^1:56,58,77,96|. Reported procedure: Tetrakis(triphenylphosphine)palladium (0) (100 mg) was added to a degassed mixture of 1-t-butoxycarbonyl-4-trifluoromethanesulfonyloxy-1,2,3,6-tetrahydropyridine (5.0 g), 2-(t-butoxycarbonylamino)phenylboronic acid (Tetrahedron Lett. 1993, 28, 5093) (4.99 g), lithium chloride (1.94 g) and aqueous sodium carbonate (2N, 21 mL) in 1,2-dimethoxyethane (100 mL). The resulting solution was heated under reflux for 3 h., cooled to room temperature and the solvent was evaporated under reduced pressure. T...